Dataset: the Open Reaction Database (ORD), a public repository of structured organic reaction records. Task: describe an organic reaction: reactants, conditions, products, and yield Reactants: CC(=O)NCC1CN(c2ccc(N3CCC(=CC#N)CC3)c(F)c2)C(=O)O1, CCOC(C)=O, [Li]CCCC, CI, C1CCOC1, O. Product: CC(=O)N(C)CC1CN(c2ccc(N3CCC(=CC#N)CC3)c(F)c2)C(=O)O1. Reaction SMILES: [C:1](#[N:2])[CH:3]=[C:4]1[CH2:5][CH2:6][N:7]([c:10]2[c:11]([F:27])[cH:12][c:13]([N:16]3[C:17](=[O:26])[O:18][CH:19]([CH2:21][NH:22][C:23]([CH3:24])=[O:25])[CH2:20]3)[cH:14][cH:15]2)[CH2:8][CH2:9]1.[C:36]([O:37][CH2:38][CH3:39])(=[O:40])[CH3:41].[CH2:28]([Li:29])[CH2:30][CH2:31][CH3:32].[CH3:33][I:34].[O:42]1[CH2:43][CH2:44][CH2:45][CH2:46]1.[OH2:35]>>[C:1](#[N:2])[CH:3]=[C:4]1[CH2:5][CH2:6][N:7]([c:10]2[c:11]([F:27])[cH:12][c:13]([N:16]3[C:17](=[O:26])[O:18][CH:19]([CH2:21][N:22]([C:23]([CH3:24])=[O:25])[CH3:28])[CH2:20]3)[cH:14][cH:15]2)[CH2:8][CH2:9]1. Isolated yield 85.9%. Conditions: time 1 hour. Reactants: C(C)(=O)O (acetic acid), C(C)(=O)OCC (ethyl acetate), C(C=C)OC(=O)N1[C@@H](C[C@@H](C1)OC(C1=CC=CC=C1)=O)C=C(C(C)=O)C ((2S,4S)-1-allyloxycarbonyl-4-benzoyloxy-2-(2-methyl-3-oxo-1-butenyl)pyrrolidine), solution, C[O-].[Na+] (sodium methoxide). RXN SMILES: [CH2:1]([O:4][C:5]([N:7]1[CH2:11][C@@H:10]([O:12]C(=O)C2C=CC=CC=2)[CH2:9][C@H:8]1[CH:21]=[C:22]([CH3:26])[C:23](=[O:25])[CH3:24])=[O:6])[CH:2]=[CH2:3].C[O-].[Na+].C(O)(=O)C.C(OCC)(=O)C>CO.[Cl-].[Na+].O>[CH2:1]([O:4][C:5]([N:7]1[CH2:11][C@@H:10]([OH:12])[CH2:9][C@H:8]1[CH:21]=[C:22]([CH3:26])[C:23](=[O:25])[CH3:24])=[O:6])[CH:2]=[CH2:3] |f:1.2,6.7.8|. Solvent: [Cl-].[Na+].O (brine), CO (methanol), CO (methanol). Reported procedure: To a solution of (2S,4S)-1-allyloxycarbonyl-4-benzoyloxy-2-(2-methyl-3-oxo-1-butenyl)pyrrolidine (0.23 g) in methanol (5 ml) was added 28% solution of sodium methoxide in methanol (0.13 ml) at 0° C. and the resulting mixture was stirred at the same temperature for 1 hour. To this solution was added acetic acid (0.04 ml), and the mixture was poured into a mixture of brine and ethyl acetate. The organic layer was separated, washed three times with brine, dried over magnesium sulfate and evaporated... Product: C(C=C)OC(=O)N1[C@@H](C[C@@H](C1)O)C=C(C(C)=O)C ((2S,4S)-1-allyloxycarbonyl-4-hydroxy-2-(2-methyl-3-oxo-1-butenyl)pyrrolidine). The reactants are C1(=CC=CC=C1)C (Toluene), C(#N)C1=CC=C2C=CC(N(C2=C1)CCN1CCC(CC1)NC(OC(C)(C)C)=O)=O (1,1-dimethylethyl {1-[2-(7-cyano-2-oxo-1(2H)-quinolinyl)ethyl]-4-piperidinyl}carbamate), Cl (HCl). The solvent is C(Cl)(Cl)Cl (chloroform), O1CCOCC1 (1,4-dioxane). Run at time 45 minute. Product: NC1CCN(CC1)CCN1C(C=CC2=CC=C(C=C12)C#N)=O (1-[2-(4-Amino-1-piperidinyl)ethyl]-2-oxo-1,2-dihydro-7-quinolinecarbonitrile). Yield: 98.8%. As a reaction SMILES: [C:1]([C:3]1[CH:12]=[C:11]2[C:6]([CH:7]=[CH:8][C:9](=[O:29])[N:10]2[CH2:13][CH2:14][N:15]2[CH2:20][CH2:19][CH:18]([NH:21]C(=O)OC(C)(C)C)[CH2:17][CH2:16]2)=[CH:5][CH:4]=1)#[N:2].Cl.C1(C)C=CC=CC=1>C(Cl)(Cl)Cl.O1CCOCC1>[NH2:21][CH:18]1[CH2:19][CH2:20][N:15]([CH2:14][CH2:13][N:10]2[C:11]3[C:6](=[CH:5][CH:4]=[C:3]([C:1]#[N:2])[CH:12]=3)[CH:7]=[CH:8][C:9]2=[O:29])[CH2:16][CH2:17]1. Procedure: To a solution of 1,1-dimethylethyl {1-[2-(7-cyano-2-oxo-1(2H)-quinolinyl)ethyl]-4-piperidinyl}carbamate (1.1 g, 2.8 mmol) in chloroform (15 ml) was added 4N HCl in 1,4-dioxane (15 ml) and the reaction stirred at rt for 45 mins. Toluene was then added and the solution was evaporated, dissolved in MeOH and treated with Amberlyst A21 basic resin for 30 m until pH of the solution is basic. The resine was filtered off and the solvent removed; the residue was subjected to column chromatography on sili...